This data is from the Open Reaction Database (ORD), a public repository of structured organic reaction records. The task is: describe an organic reaction: reactants, conditions, products, and yield Starting materials: CCOC(=O)CC, COc1ccc(CC#N)cc1OC, CC[O-], CCO, [Na+]. Product: CCC(=O)C(C#N)c1ccc(OC)c(OC)c1. RXN SMILES: [C:14]([CH2:15][CH3:16])(=[O:17])[O:18][CH2:19][CH3:20].[CH3:1][O:2][c:3]1[cH:4][c:5]([CH2:11][C:12]#[N:13])[cH:6][cH:7][c:8]1[O:9][CH3:10].[CH3:22][CH2:23][O-:24].[CH3:25][CH2:26][OH:27].[Na+:21]>>[CH3:1][O:2][c:3]1[cH:4][c:5]([CH:11]([C:12]#[N:13])[C:14]([CH2:15][CH3:16])=[O:17])[cH:6][cH:7][c:8]1[O:9][CH3:10].